Dataset: the Open Reaction Database (ORD), a public repository of structured organic reaction records. Task: describe an organic reaction: reactants, conditions, products, and yield Reactants: CC(C)(C)OC(=O)N1CC(c2ccc3[nH]ccc3c2)C1, CC(C)c1ccc(S(=O)(=O)Cl)cc1, [H-], [Na+], CN(C)C=O, O. The product is CC(C)c1ccc(S(=O)(=O)n2ccc3cc(C4CN(C(=O)OC(C)(C)C)C4)ccc32)cc1. RXN SMILES: [C:1]([CH3:2])([CH3:3])([CH3:4])[O:5][C:6](=[O:7])[N:8]1[CH2:9][CH:10]([c:12]2[cH:13][c:14]3[cH:15][cH:16][nH:17][c:18]3[cH:19][cH:20]2)[CH2:11]1.[CH:23]([CH3:24])([CH3:25])[c:26]1[cH:27][cH:28][c:29]([S:32](=[O:33])(=[O:34])[Cl:35])[cH:30][cH:31]1.[H-:21].[Na+:22].[O:37]=[CH:38][N:39]([CH3:40])[CH3:41].[OH2:36]>>[C:1]([CH3:2])([CH3:3])([CH3:4])[O:5][C:6](=[O:7])[N:8]1[CH2:9][CH:10]([c:12]2[cH:13][c:14]3[cH:15][cH:16][n:17]([S:32]([c:29]4[cH:28][cH:27][c:26]([CH:23]([CH3:24])[CH3:25])[cH:31][cH:30]4)(=[O:33])=[O:34])[c:18]3[cH:19][cH:20]2)[CH2:11]1. Starting materials: C[Si](C#CCCO)(C)C (4-(trimethylsilyl)but-3-yn-1-ol), C1(C=2C(C(N1)=O)=CC=CC2)=O (phthalimide). Yields the product C[Si](C#CCCN1C(C2=CC=CC=C2C1=O)=O)(C)C (2-(4-(Trimethylsilyl)but-3-ynyl)isoindoline-1,3-dione). Reaction SMILES: [CH3:1][Si:2]([CH3:9])([CH3:8])[C:3]#[C:4][CH2:5][CH2:6]O.[C:10]1(=[O:20])[NH:14][C:13](=[O:15])[C:12]2=[CH:16][CH:17]=[CH:18][CH:19]=[C:11]12>>[CH3:1][Si:2]([CH3:9])([CH3:8])[C:3]#[C:4][CH2:5][CH2:6][N:14]1[C:10](=[O:20])[C:11]2[C:12](=[CH:16][CH:17]=[CH:18][CH:19]=2)[C:13]1=[O:15]. Procedure details: The title compound was prepared in accordance with the general method of Example 109(D), from 4-(trimethylsilyl)but-3-yn-1-ol (3.20 g, 22.5 mmol) and phthalimide (3.50 g, 23.8 mmol).